From a dataset of the Open Reaction Database (ORD), a public repository of structured organic reaction records. describe an organic reaction: reactants, conditions, products, and yield The reactants are ClC1=C(OCCOC2=CC=C(C=C2)CC(CNC(OC(C)(C)C)=O)C2=C(C=C(C=C2)B2OC(C(O2)(C)C)(C)C)C)C(=CC(=C1)C)Cl (tert-butyl {3-{4-[2-(2,6-dichloro-4-methylphenoxy)ethoxy]phenyl}-2-[2-methyl-4-(4,4,5,5-tetramethyl-1,3,2-dioxaborolan-2-yl)phenyl]propyl}carbamate), BrC=1C(=CC(=NC1)OC)CCCOC (5-bromo-2-methoxy-4-(3-methoxypropyl)pyridine). The product is C(C)(C)(C)OC(NCC(CC1=CC=C(C=C1)OCCOC1=C(C=C(C=C1Cl)C)Cl)C1=C(C=C(C=C1)C=1C=NC(=CC1CCCOC)OC)C)=O (tert-butyl(3-{4-[2-(2,6-dichloro-4-methylphenoxy)ethoxy]phenyl}-2-{4-[6-methoxy-4-(3-methoxypropyl)pyridin-3-yl]-2-methylphenyl}propyl)carbamate). RXN SMILES: [Cl:1][C:2]1[CH:44]=[C:43]([CH3:45])[CH:42]=[C:41]([Cl:46])[C:3]=1[O:4][CH2:5][CH2:6][O:7][C:8]1[CH:13]=[CH:12][C:11]([CH2:14][CH:15]([C:25]2[CH:30]=[CH:29][C:28](B3OC(C)(C)C(C)(C)O3)=[CH:27][C:26]=2[CH3:40])[CH2:16][NH:17][C:18](=[O:24])[O:19][C:20]([CH3:23])([CH3:22])[CH3:21])=[CH:10][CH:9]=1.Br[C:48]1[C:49]([CH2:56][CH2:57][CH2:58][O:59][CH3:60])=[CH:50][C:51]([O:54][CH3:55])=[N:52][CH:53]=1>>[C:20]([O:19][C:18](=[O:24])[NH:17][CH2:16][CH:15]([C:25]1[CH:30]=[CH:29][C:28]([C:48]2[CH:53]=[N:52][C:51]([O:54][CH3:55])=[CH:50][C:49]=2[CH2:56][CH2:57][CH2:58][O:59][CH3:60])=[CH:27][C:26]=1[CH3:40])[CH2:14][C:11]1[CH:12]=[CH:13][C:8]([O:7][CH2:6][CH2:5][O:4][C:3]2[C:2]([Cl:1])=[CH:44][C:43]([CH3:45])=[CH:42][C:41]=2[Cl:46])=[CH:9][CH:10]=1)([CH3:22])([CH3:21])[CH3:23]. Procedure: Prepared according to the procedure described in EXAMPLE 7, step 2 using tert-butyl {3-{4-[2-(2,6-dichloro-4-methylphenoxy)ethoxy]phenyl}-2-[2-methyl-4-(4,4,5,5-tetramethyl-1,3,2-dioxaborolan-2-yl)phenyl]propyl}carbamate from EXAMPLE 9, step 1 and 5-bromo-2-methoxy-4-(3-methoxypropyl)pyridine (V.17) as starting materials. Purification by column chromatography on silica gel (Combi-Flash by ISCO), eluting with Hex/EtOAc (10 to 75% in 30 min) afforded the desired compound as a colorless oil. The reactants are crude product, ClC1=CC(=C(C=C1NS(=O)(=O)CCl)NC(=O)N1[C@H](C[C@H](C1)O)C(=O)O)F ((2R-cis)-1-[[[4-chloro-5-[[(chloromethyl)sulfonyl]amino]-2-fluorophenyl]amino]carbonyl]-4-hydroxy-2-pyrrolidinecarboxylic acid), ON1C(CCC1=O)=O (N-hydroxysuccinimide), N,N-dicyclohexylcarbodiimide. The solvent is C(C)#N (acetonitrile), C(C)#N (acetonitrile). Run at time 14 hour. Yields the product ClCS(=O)(=O)NC1=C(C=C(C(=C1)N1C(N2[C@@H](C1=O)C[C@H](C2)O)=O)F)Cl ((6R-trans)-1-chloro-N-[2-chloro-4-fluoro-5-(tetrahydro-6-hydroxy-1,3-dioxo-1H-pyrrolo[1.2-c]imidazol-2(3H)-yl)phenyl]methanesulfonamide). Yield: 116.8%. As a reaction SMILES: [Cl:1][C:2]1[C:7]([NH:8][S:9]([CH2:12][Cl:13])(=[O:11])=[O:10])=[CH:6][C:5]([NH:14][C:15]([N:17]2[CH2:21][C@H:20]([OH:22])[CH2:19][C@@H:18]2[C:23](O)=[O:24])=[O:16])=[C:4]([F:26])[CH:3]=1.ON1C(=O)CCC1=O>C(#N)C>[Cl:13][CH2:12][S:9]([NH:8][C:7]1[CH:6]=[C:5]([N:14]2[C:23](=[O:24])[C@H:18]3[CH2:19][C@@H:20]([OH:22])[CH2:21][N:17]3[C:15]2=[O:16])[C:4]([F:26])=[CH:3][C:2]=1[Cl:1])(=[O:11])=[O:10]. Procedure: To a stirred solution of the title compound of Step F (2.7 g, 5.4 mmol) and N-hydroxysuccinimide (0.621 g, 5.4 mmol) in acetonitrile (50 mL) was added a solution of N,N-dicyclohexylcarbodiimide (1.14 g, 5.4 mmol) in acetonitrile (30 mL) over 30 minutes at 0 to -5° C. The reaction was stirred at room temperature for 14 h. The by-products were removed by filtration and the solvent was evaporated under reduced pressure to yield the title compound of Step G (2.6 g, quantitative yield) as a crude pro... The reactants are CO, O=c1[nH]cc([N+](=O)[O-])cc1[N+](=O)[O-], [NH4+], [OH-], O. Yields the product Nc1cc([N+](=O)[O-])c[nH]c1=O. RXN SMILES: [CH3:14][OH:15].[N+:1]([O-:2])(=[O:3])[c:4]1[c:5](=[O:13])[nH:6][cH:7][c:8]([N+:10](=[O:11])[O-:12])[cH:9]1.[NH4+:16].[OH-:17].[OH2:18]>>[NH2:1][c:4]1[c:5](=[O:13])[nH:6][cH:7][c:8]([N+:10](=[O:11])[O-:12])[cH:9]1. Reactants: Cl.C1(CC1)COC1=C(C=CC(=C1)F)C=1C2=C(N=CN1)C(=C(N2)C)C(=O)NC2CCNCC2 (4-[2-(cyclopropylmethoxy)-4-fluorophenyl]-6-methyl-N-piperidin-4-yl-5H-pyrrolo[3,2-d]pyrimidine-7-carboxamide hydrochloride), C(C)(=O)OCC(=O)Cl (2-chloro-2-oxoethyl acetate). Yields the product C1(CC1)COC1=C(C=CC(=C1)F)C=1C2=C(N=CN1)C(=C(N2)C)C(=O)NC2CCN(CC2)C(CO)=O (4-[2-(Cyclopropylmethoxy)-4-fluorophenyl]-N-(1-glycoloylpiperidin-4-yl)-6-methyl-5H-pyrrolo[3,2-d]pyrimidine-7-carboxamide). Reaction SMILES: Cl.[CH:2]1([CH2:5][O:6][C:7]2[CH:12]=[C:11]([F:13])[CH:10]=[CH:9][C:8]=2[C:14]2[C:15]3[NH:22][C:21]([CH3:23])=[C:20]([C:24]([NH:26][CH:27]4[CH2:32][CH2:31][NH:30][CH2:29][CH2:28]4)=[O:25])[C:16]=3[N:17]=[CH:18][N:19]=2)[CH2:4][CH2:3]1.C([O:36][CH2:37][C:38](Cl)=[O:39])(=O)C>>[CH:2]1([CH2:5][O:6][C:7]2[CH:12]=[C:11]([F:13])[CH:10]=[CH:9][C:8]=2[C:14]2[C:15]3[NH:22][C:21]([CH3:23])=[C:20]([C:24]([NH:26][CH:27]4[CH2:28][CH2:29][N:30]([C:37](=[O:36])[CH2:38][OH:39])[CH2:31][CH2:32]4)=[O:25])[C:16]=3[N:17]=[CH:18][N:19]=2)[CH2:4][CH2:3]1 |f:0.1|. Procedure: Starting from 4-[2-(cyclopropylmethoxy)-4-fluorophenyl]-6-methyl-N-piperidin-4-yl-5H-pyrrolo[3,2-d]pyrimidine-7-carboxamide hydrochloride (example D.f6) and commercially available 2-chloro-2-oxoethyl acetate the title compound is obtained as colorless solid. Starting materials: 3-nitrooxy-2,2-bis(nitrooxymethyl)propyl ester, C(=O)C1=C(C(C(=C(N1)C)C(=O)O)C1=CC(=CC=C1)[N+](=O)[O-])C(=O)OC (6-formyl-5-methoxycarbonyl-2-methyl-4-(3-nitrophenyl)-1,4-dihydropyridine-3-carboxylic acid), S(=O)(=O)(O)O.NO (hydroxylamine sulfate), C(C)(=O)[O-].[Na+] (sodium acetate), C(C)(=O)OC(C)=O (acetic anhydride). Solvent: C(C)(=O)O (acetic acid), C(C)(=O)OCC (ethyl acetate). The product is 3-nitrooxy-2,2-bis(nitrooxymethyl)propyl ester, C(#N)C1=C(C(C(=C(N1)C)C(=O)O)C1=CC(=CC=C1)[N+](=O)[O-])C(=O)OC (6-cyano-5-methoxycarbonyl-2-methyl-4-(3-nitrophenyl)-1,4-dihydropyridine-3-carboxylic acid). The yield is 77.9%. RXN SMILES: [CH:1]([C:3]1[NH:8][C:7]([CH3:9])=[C:6]([C:10]([OH:12])=[O:11])[CH:5]([C:13]2[CH:18]=[CH:17][CH:16]=[C:15]([N+:19]([O-:21])=[O:20])[CH:14]=2)[C:4]=1[C:22]([O:24][CH3:25])=[O:23])=O.S(O)(O)(=O)=O.[NH2:31]O.C([O-])(=O)C.[Na+].C(OC(=O)C)(=O)C>C(O)(=O)C.C(OCC)(=O)C>[C:1]([C:3]1[NH:8][C:7]([CH3:9])=[C:6]([C:10]([OH:12])=[O:11])[CH:5]([C:13]2[CH:18]=[CH:17][CH:16]=[C:15]([N+:19]([O-:21])=[O:20])[CH:14]=2)[C:4]=1[C:22]([O:24][CH3:25])=[O:23])#[N:31] |f:1.2,3.4|. Procedure: To a solution of 3-nitrooxy-2,2-bis(nitrooxymethyl)propyl ester of 6-formyl-5-methoxycarbonyl-2-methyl-4-(3-nitrophenyl)-1,4-dihydropyridine-3-carboxylic acid (3.00 g) in acetic acid (15 ml) were added hydroxylamine sulfate (2:1) (0.49 g) and sodium acetate (0.57 g), followed by stirring at ambient temperature for an hour. To the resulting mixture was added acetic anhydride (15 ml), followed by stirring at ambient temperature for 2 hours and under reflux for additional 2 hours. The reaction mixt... Reactants: C(C1=CC=CC=C1)(=O)OCC1=CC(=NO1)C ((3-methylisoxazol-5-yl)methyl benzoate), BrN1C(CCC1=O)=O (N-bromosuccinimide). Solvent: [Cl-].[Na+].O (brine), C(C)(=O)O (acetic acid). Conditions: temperature 90 celsius. Product: C(C1=CC=CC=C1)(=O)OCC1=C(C(=NO1)C)Br ((4-Bromo-3-methylisoxazol-5-yl)methyl benzoate). The yield is 78.9%. RXN SMILES: [C:1]([O:9][CH2:10][C:11]1[O:15][N:14]=[C:13]([CH3:16])[CH:12]=1)(=[O:8])[C:2]1[CH:7]=[CH:6][CH:5]=[CH:4][CH:3]=1.[Br:17]N1C(=O)CCC1=O>C(O)(=O)C.[Cl-].[Na+].O>[C:1]([O:9][CH2:10][C:11]1[O:15][N:14]=[C:13]([CH3:16])[C:12]=1[Br:17])(=[O:8])[C:2]1[CH:3]=[CH:4][CH:5]=[CH:6][CH:7]=1 |f:3.4.5|. Procedure: A solution of (3-methylisoxazol-5-yl)methyl benzoate (20.1 g, 92.4 mmol) in acetic acid (77.3 mL) was treated with N-bromosuccinimide (19.7 g, 111 mmol) and heated in a sealed tube at 90° C. for 4 h. The reaction mixture was diluted with brine and extracted with ethyl acetate. The organic layer was separated, washed with brine, dried over magnesium sulfate, filtered, and concentrated to give the crude product. Purification by flash column chromatography (100% hexanes to 20% ethyl acetate/hexanes... The reactants are FC(C(=O)O)(F)F (Trifluoroacetic acid), C(C)(C)(C)OC(=O)NC=1C=NC=CC1CNC1CCN(CC1)C(=O)OCC (Ethyl 4-[({3-[(tert-butoxycarbonyl)amino]pyridin-4-yl}methyl)amino]piperidine-1-carboxylate), C(=O)(N1C=NC=C1)N1C=NC=C1 (carbonyldiimidazole). Run in ClCCl (dichloromethane). Run at time 8 hour. Yields the product O=C1N(CC2=C(N1)C=NC=C2)C2CCN(CC2)C(=O)OCC (Ethyl 4-(2-oxo-1,4-dihydropyrido[3,4-d]pyrimidin-3(2H)-yl)piperidine-1-carboxylate). Isolated yield 39.7%. RXN SMILES: FC(F)(F)C(O)=O.C([O:12][C:13]([NH:15][C:16]1[CH:17]=[N:18][CH:19]=[CH:20][C:21]=1[CH2:22][NH:23][CH:24]1[CH2:29][CH2:28][N:27]([C:30]([O:32][CH2:33][CH3:34])=[O:31])[CH2:26][CH2:25]1)=O)(C)(C)C.C(N1C=CN=C1)(N1C=CN=C1)=O>ClCCl>[O:12]=[C:13]1[NH:15][C:16]2[CH:17]=[N:18][CH:19]=[CH:20][C:21]=2[CH2:22][N:23]1[CH:24]1[CH2:29][CH2:28][N:27]([C:30]([O:32][CH2:33][CH3:34])=[O:31])[CH2:26][CH2:25]1. Reported procedure: Trifluoroacetic acid (1.43 g) was added to a solution of the material from Step A (0.47 g, 1.24 mmol) in dichloromethane (10 mL). After stirring overnight, the reaction was concentrated. This material was dissolved in acetonitrile (5 mL) and carbonyldiimidazole (0.62 g, 3.73 mmol) was added at room temperature. After 2 d, the acetonitrile was evaporated in vacuo, the residue partitioned between 1N NaOH and dichloromethane, and the organic phase dried over magnesium sulfate. The crude product was...